Dataset: the Open Reaction Database (ORD), a public repository of structured organic reaction records. Task: describe an organic reaction: reactants, conditions, products, and yield Reactants: COC1=C(C(=O)O)C=C(C=C1OC)S(N)(=O)=O (2,3-dimethoxy-5-sulphamoyl benzoic acid), CC(=O)C (acetone), C1(CC1)CN1CC(CC1)CN (1-cyclopropylmethyl-3-aminomethyl-pyrrolidine), ClC(=O)OCC(C)C (isobutyl chloroformate). The solvent is C(C)N(CC)CC (triethylamine), O (water), O (water). The product is C1(CC1)CN1CC(CC1)CNC(C1=C(C(=CC(=C1)S(N)(=O)=O)OC)OC)=O (N-(1-cyclopropylmethyl-3-pyrrolidinylmethyl)-2,3-dimethoxy-5-sulphamoyl benzamide). RXN SMILES: [CH3:1][O:2][C:3]1[C:11]([O:12][CH3:13])=[CH:10][C:9]([S:14](=[O:17])(=[O:16])[NH2:15])=[CH:8][C:4]=1[C:5]([OH:7])=O.CC(C)=O.ClC(OCC(C)C)=O.[CH:30]1([CH2:33][N:34]2[CH2:38][CH2:37][CH:36]([CH2:39][NH2:40])[CH2:35]2)[CH2:32][CH2:31]1>O.C(N(CC)CC)C>[CH:30]1([CH2:33][N:34]2[CH2:38][CH2:37][CH:36]([CH2:39][NH:40][C:5](=[O:7])[C:4]3[CH:8]=[C:9]([S:14](=[O:17])(=[O:16])[NH2:15])[CH:10]=[C:11]([O:12][CH3:13])[C:3]=3[O:2][CH3:1])[CH2:35]2)[CH2:31][CH2:32]1. Reported procedure: 6.6 g of 2,3-dimethoxy-5-sulphamoyl benzoic acid, 50 ml of acetone, 10 ml of water and 3.6 ml of triethylamine (density 0.726) are placed in a 250 ml flask fitted with an agitator, a thermometer and a dropping funnel. The solution is cooled to 0°-+5° C. and 3.6 g of isobutyl chloroformate is poured in drop by drop. It is reacted for 30 minutes with the same temperature maintained, after which 4.8 g of 1-cyclopropylmethyl-3-aminomethyl-pyrrolidine is added drop by drop. The reaction medium is agi... The reactants are CN=C=O, CCOc1cc(C(C)(C)C)ncc1C1=NC(C)(c2ccc(Cl)cc2)C(C)(c2ccc(Cl)cc2)N1C(=O)N1CCC(N)CC1. Product: CCOc1cc(C(C)(C)C)ncc1C1=NC(C)(c2ccc(Cl)cc2)C(C)(c2ccc(Cl)cc2)N1C(=O)N1CCC(NC(=O)NC)CC1. Reaction SMILES: [CH3:44][N:45]=[C:46]=[O:47].[NH2:1][CH:2]1[CH2:3][CH2:4][N:5]([C:8](=[O:9])[N:10]2[C:11]([c:31]3[cH:32][n:33][c:34]([C:40]([CH3:41])([CH3:42])[CH3:43])[cH:35][c:36]3[O:37][CH2:38][CH3:39])=[N:12][C:13]([CH3:23])([c:24]3[cH:25][cH:26][c:27]([Cl:30])[cH:28][cH:29]3)[C:14]2([CH3:15])[c:16]2[cH:17][cH:18][c:19]([Cl:22])[cH:20][cH:21]2)[CH2:6][CH2:7]1>>[NH:1]([CH:2]1[CH2:3][CH2:4][N:5]([C:8](=[O:9])[N:10]2[C:11]([c:31]3[cH:32][n:33][c:34]([C:40]([CH3:41])([CH3:42])[CH3:43])[cH:35][c:36]3[O:37][CH2:38][CH3:39])=[N:12][C:13]([CH3:23])([c:24]3[cH:25][cH:26][c:27]([Cl:30])[cH:28][cH:29]3)[C:14]2([CH3:15])[c:16]2[cH:17][cH:18][c:19]([Cl:22])[cH:20][cH:21]2)[CH2:6][CH2:7]1)[C:46]([NH:45][CH3:44])=[O:47]. The reactants are COC=1C=C(C=CC1OC)C=1C=CC=2N=CN=CC2N1 (6-(3,4-dimethoxyphenyl)pyrido[3,2-d]pyrimidine), CNC (dimethylamine), NC=1N=C(C2=C(N1)C=CC(=N2)C2=CC(=C(C=C2)OC)OC)N2C(CNCC2)C(NC2=CC(=CC=C2)C)=O (2-amino-4-[(N-3-methyl-phenylcarbamoyl)-piperazin-1-yl]-6-(3,4-dimethoxyphenyl)-pyrido[3,2-d]pyrimidine), N (ammonia). Product: C(C)(=O)NC=1N=C(C2=C(N1)C=CC(=N2)C2=CC(=C(C=C2)OC)OC)N2C(CNCC2)C(NC2=CC(=CC=C2)C)=O (2-acetamido-4-[(N-3-methyl-phenylcarbamoyl)-piperazin-1-yl]-6-(3,4-dimethoxyphenyl)-pyrido[3,2-d]pyrimidine). RXN SMILES: C[O:2][C:3]1C=C(C2C=CC3N=CN=CC=3N=2)C=C[C:8]=1OC.[NH2:21][C:22]1[N:23]=[C:24]([N:42]2[CH2:47][CH2:46][NH:45][CH2:44][CH:43]2[C:48](=[O:57])[NH:49][C:50]2[CH:55]=[CH:54][CH:53]=[C:52]([CH3:56])[CH:51]=2)[C:25]2[N:31]=[C:30]([C:32]3[CH:37]=[CH:36][C:35]([O:38][CH3:39])=[C:34]([O:40][CH3:41])[CH:33]=3)[CH:29]=[CH:28][C:26]=2[N:27]=1.N.CNC>>[C:3]([NH:21][C:22]1[N:23]=[C:24]([N:42]2[CH2:47][CH2:46][NH:45][CH2:44][CH:43]2[C:48](=[O:57])[NH:49][C:50]2[CH:55]=[CH:54][CH:53]=[C:52]([CH3:56])[CH:51]=2)[C:25]2[N:31]=[C:30]([C:32]3[CH:37]=[CH:36][C:35]([O:38][CH3:39])=[C:34]([O:40][CH3:41])[CH:33]=3)[CH:29]=[CH:28][C:26]=2[N:27]=1)(=[O:2])[CH3:8]. Procedure: 2-acetamido-4-[(N-3-methyl-phenylcarbamoyl)-piperazin-1-yl]-6-(3,4-dimethoxyphenyl)-pyrido[3,2-d]pyrimidine was synthesized from 2-chloro-4-(4-[3-methylphenyl)amino]carbonyl]piperazin-1-yl)-6-(3,4-dimethoxyphenyl)pyrido[3,2-d]pyrimidine. In a first step, 2-amino-4-[(N-3-methyl-phenylcarbamoyl)-piperazin-1-yl]-6-(3,4-dimethoxyphenyl)-pyrido[3,2-d]pyrimidine was synthesized according to the procedure mentioned for examples 15, using ammonia (instead of dimethylamine). Subsequent acetylation yielde... The reactants are Fc1ccc2[nH]ccc2c1, O=C1CCC(N2CCC(Cc3ccccc3)CC2)CC1. Yields the product Fc1ccc2[nH]cc(C3=CCC(N4CCC(Cc5ccccc5)CC4)CC3)c2c1. As a reaction SMILES: [F:1][c:2]1[cH:3][c:4]2[cH:5][cH:6][nH:7][c:8]2[cH:9][cH:10]1.[c:11]1([CH2:17][CH:18]2[CH2:19][CH2:20][N:21]([CH:24]3[CH2:25][CH2:26][C:27](=[O:30])[CH2:28][CH2:29]3)[CH2:22][CH2:23]2)[cH:12][cH:13][cH:14][cH:15][cH:16]1>>[F:1][c:2]1[cH:3][c:4]2[c:5]([C:27]3=[CH:26][CH2:25][CH:24]([N:21]4[CH2:20][CH2:19][CH:18]([CH2:17][c:11]5[cH:12][cH:13][cH:14][cH:15][cH:16]5)[CH2:23][CH2:22]4)[CH2:29][CH2:28]3)[cH:6][nH:7][c:8]2[cH:9][cH:10]1. Reactants: C(=C)(C)C1=NC(=CC(=C1)S(=O)(=O)C1=CC=C(C=C1)N)N1CCCC1 (4-(2-Isopropenyl-6-pyrrolidin-1-yl-pyridine-4-sulfonyl)-phenylamine), [N+](=[N-])=C (diazomethane). Reagents/catalysts: C(C)(=O)O (acetic acid), CC(=O)[O-].CC(=O)[O-].[Pd+2] (Pd(OAc)2). Run in C(C)OCC (ethyl ether), C(C)OCC (ethyl ether). Run at temperature 0 celsius, time 30 minute. Product: CC1(CC1)C1=NC(=CC(=C1)S(=O)(=O)C1=CC=C(C=C1)N)N1CCCC1 (4-[2-(1-Methyl-cyclopropyl)-6-pyrrolidin-1-yl-pyridine-4-sulfonyl]-phenylamine). The yield is 71.0%. Reaction SMILES: [C:1]([C:4]1[CH:9]=[C:8]([S:10]([C:13]2[CH:18]=[CH:17][C:16]([NH2:19])=[CH:15][CH:14]=2)(=[O:12])=[O:11])[CH:7]=[C:6]([N:20]2[CH2:24][CH2:23][CH2:22][CH2:21]2)[N:5]=1)([CH3:3])=[CH2:2].[N+](=[CH2:27])=[N-]>C(OCC)C.C(O)(=O)C.CC([O-])=O.CC([O-])=O.[Pd+2]>[CH3:2][C:1]1([C:4]2[CH:9]=[C:8]([S:10]([C:13]3[CH:18]=[CH:17][C:16]([NH2:19])=[CH:15][CH:14]=3)(=[O:11])=[O:12])[CH:7]=[C:6]([N:20]3[CH2:24][CH2:23][CH2:22][CH2:21]3)[N:5]=2)[CH2:27][CH2:3]1 |f:4.5.6|. Procedure details: 0.164 g (0.00048 Mol) 4-(2-Isopropenyl-6-pyrrolidin-1-yl-pyridine-4-sulfonyl)-phenylamine were dissolved in ethyl ether (100 ml) and cooled to 0° C. A solution of diazomethane in ethyl ether (30 ml) was carefully added. Upon addition of a catalytic amount of Pd(OAc)2 gas evolution started. The reaction mixture was allowed to warm to ambient temperature and stirred for 30 min. After addition of a few drops of acetic acid the solvent was evaporated and the residue chromatographed on SiO2 with ethy... Starting materials: ClC=1C=C(C(=NC1)F)[N+](=O)[O-] (5-chloro-2-fluoro-3-nitropyridine), [H][H] (hydrogen). The reagents and catalysts are [Ni] (Raney nickel). The solvent is C(C)O (ethanol). The product is NC=1C(=NC=C(C1)Cl)F (3-amino-5-chloro-2-fluoropyridine). Yield: 76.4%. RXN SMILES: [Cl:1][C:2]1[CH:3]=[C:4]([N+:9]([O-])=O)[C:5]([F:8])=[N:6][CH:7]=1.[H][H]>C(O)C.[Ni]>[NH2:9][C:4]1[C:5]([F:8])=[N:6][CH:7]=[C:2]([Cl:1])[CH:3]=1. Reported procedure: 7.5 g (0.042 mol) of 5-chloro-2-fluoro-3-nitropyridine are dissolved in 80 ml of ethanol. This solution is hydrogenated with hydrogen, in the presence of 1 g of Raney nickel catalyst, under normal pressure and at a temperature in the range from 20° to 25° C. After a hydrogenation period of 20 hours, the catalyst is removed and the solvent is evaporated off. The residue is taken up in ethyl acetate and the resultant solution is filtered through a layer of silica gel. The solvent is evaporated off...